This data is from the Open Reaction Database (ORD), a public repository of structured organic reaction records. The task is: describe an organic reaction: reactants, conditions, products, and yield Starting materials: N(=[N+]=[N-])C1=C(C=NC=C1F)\C=N\C1=C(C=C(C=C1Cl)[N+](=O)[O-])Cl ([1-(4-Azido-5-fluoropyridin-3-yl)-meth-(E)-ylidene]-(2,6-dichloro-4-nitrophenyl)-amine), NC1=C(C#N)C=C(C=C1Cl)[N+](=O)[O-] (2-amino-3-chloro-5-nitrobenzonitrile). Yields the product N(=[N+]=[N-])C1=C(C=NC=C1F)\C=N\C1=C(C#N)C=C(C=C1Cl)[N+](=O)[O-] (2-{[1-(4-Azido-5-fluoropyridin-3-yl)-meth-(E)-ylidene]-amino}-3-chloro-5-nitrobenzonitrile). RXN SMILES: [N:1]([C:4]1[C:9]([F:10])=[CH:8][N:7]=[CH:6][C:5]=1/[CH:11]=[N:12]/[C:13]1[C:18](Cl)=[CH:17][C:16]([N+:20]([O-:22])=[O:21])=[CH:15][C:14]=1[Cl:23])=[N+:2]=[N-:3].[NH2:24][C:25]1C(Cl)=CC([N+]([O-])=O)=CC=1C#N>>[N:1]([C:4]1[C:9]([F:10])=[CH:8][N:7]=[CH:6][C:5]=1/[CH:11]=[N:12]/[C:13]1[C:14]([Cl:23])=[CH:15][C:16]([N+:20]([O-:22])=[O:21])=[CH:17][C:18]=1[C:25]#[N:24])=[N+:2]=[N-:3]. Reported procedure: Following the procedure described for [1-(4-azido-5-fluoropyridin-3-yl)-meth-(E)-ylidene]-(2,6-dichloro-4-nitrophenyl)-amine (Example 99, Step 1), 2-amino-3-chloro-5-nitrobenzonitrile was stirred at room temperature to afford the title compound which was used without purification (6.07 g, quantitative yield). LCMS (Method C): RT=3.69 min, m/z: 318 [M+H+−N2]. Starting materials: ClC=1C(=NC=C(C(=O)NC2=CC=C(C=C2)OC(F)(F)F)C1)N1C[C@@H](CC1)O ((R)-5-chloro-6-(3-hydroxypyrrolidin-1-yl)-N-(4-(trifluoromethoxy)phenyl)nicotinamide), CC1(OB(OC1(C)C)C=1C=C(SC1)CO)C ((4-(4,4,5,5-tetramethyl-1,3,2-dioxaborolan-2-yl)thiophen-2-yl)methanol), C(=O)([O-])[O-].[Na+].[Na+] (Na2CO3). The solvent is COCCOC (DME). Reaction conditions: temperature 140 celsius, time 30 minute. Yields the product OCC1=CC(=CS1)C=1C(=NC=C(C(=O)NC2=CC=C(C=C2)OC(F)(F)F)C1)N1C[C@@H](CC1)O ((R)-5-(5-(Hydroxymethyl)thiophen-3-yl)-6-(3-hydroxypyrrolidin-1-yl)-N-(4-(trifluoromethoxy)phenyl)nicotinamide). As a reaction SMILES: Cl[C:2]1[C:3]([N:22]2[CH2:26][CH2:25][C@@H:24]([OH:27])[CH2:23]2)=[N:4][CH:5]=[C:6]([CH:21]=1)[C:7]([NH:9][C:10]1[CH:15]=[CH:14][C:13]([O:16][C:17]([F:20])([F:19])[F:18])=[CH:12][CH:11]=1)=[O:8].CC1(C)C(C)(C)OB([C:36]2[CH:37]=[C:38]([CH2:41][OH:42])[S:39][CH:40]=2)O1.C([O-])([O-])=O.[Na+].[Na+]>COCCOC>[OH:42][CH2:41][C:38]1[S:39][CH:40]=[C:36]([C:2]2[C:3]([N:22]3[CH2:26][CH2:25][C@@H:24]([OH:27])[CH2:23]3)=[N:4][CH:5]=[C:6]([CH:21]=2)[C:7]([NH:9][C:10]2[CH:15]=[CH:14][C:13]([O:16][C:17]([F:18])([F:20])[F:19])=[CH:12][CH:11]=2)=[O:8])[CH:37]=1 |f:2.3.4|. Procedure details: A mixture of (R)-5-chloro-6-(3-hydroxypyrrolidin-1-yl)-N-(4-(trifluoromethoxy)phenyl)nicotinamide (Stage 12.1, 50 mg, 0.124 mmol), (4-(4,4,5,5-tetramethyl-1,3,2-dioxaborolan-2-yl)thiophen-2-yl)methanol (45 mg, 0.187 mmol), 2 M Na2CO3 (0.124 mL, 0.249 mmol) and DME (2.5 mL) were added to a MW vial, which was sealed and evacuated/purged with argon. PdCl2(dppf)-(CH2Cl2) was added (10 mg, 0.012 mmol) and the mixture was stirred at 140° C. for 30 min. The RM was filtered through a PL-Thiol MP SPE car... The reactants are FC(C(=O)O)(F)F (trifluoroacetic acid), ClC=1C=CC(=C(C1)C1=NC(=NC=C1)N1CCN(CC1)C(=O)OC(C)(C)C)O (tert-Butyl 4-[4-(5-chloro-2-hydroxyphenyl)pyrimidin-2-yl]piperazine-1-carboxylate), ClC=1C(=CC(=C(C1)S(=O)(=O)N(C=1SC=NN1)CC1=C(C=C(C=C1)OC)OC)F)F (5-chloro-N-(2,4-dimethoxybenzyl)-2,4-difluoro-N-(1,3,4-thiadiazol-2-yl)benzenesulfonamide), C([O-])([O-])=O.[K+].[K+] (potassium carbonate). Run in CS(=O)C (dimethylsulfoxide), O (water). Reaction conditions: time 18 hour. Yields the product FC(C(=O)O)(F)F.ClC=1C(=CC(=C(C1)S(=O)(=O)NC=1SC=NN1)F)OC1=C(C=C(C=C1)Cl)C1=NC(=NC=C1)N1CCNCC1 (5-Chloro-4-[4-chloro-2-(2-piperazin-1-ylpyrimidin-4-yl)phenoxy]-2-fluoro-N-1,3,4-thiadiazol-2-ylbenzenesulfonamide trifluoroacetate). The yield is 46.3%. As a reaction SMILES: [Cl:1][C:2]1[CH:3]=[CH:4][C:5]([OH:27])=[C:6]([C:8]2[CH:13]=[CH:12][N:11]=[C:10]([N:14]3[CH2:19][CH2:18][N:17](C(OC(C)(C)C)=O)[CH2:16][CH2:15]3)[N:9]=2)[CH:7]=1.[Cl:28][C:29]1[C:30](F)=[CH:31][C:32]([F:55])=[C:33]([S:35]([N:38](CC2C=CC(OC)=CC=2OC)[C:39]2[S:40][CH:41]=[N:42][N:43]=2)(=[O:37])=[O:36])[CH:34]=1.C(=O)([O-])[O-].[K+].[K+].[F:63][C:64]([F:69])([F:68])[C:65]([OH:67])=[O:66]>CS(C)=O.O>[F:63][C:64]([F:69])([F:68])[C:65]([OH:67])=[O:66].[Cl:28][C:29]1[C:30]([O:27][C:5]2[CH:4]=[CH:3][C:2]([Cl:1])=[CH:7][C:6]=2[C:8]2[CH:13]=[CH:12][N:11]=[C:10]([N:14]3[CH2:15][CH2:16][NH:17][CH2:18][CH2:19]3)[N:9]=2)=[CH:31][C:32]([F:55])=[C:33]([S:35]([NH:38][C:39]2[S:40][CH:41]=[N:42][N:43]=2)(=[O:36])=[O:37])[CH:34]=1 |f:2.3.4,8.9|. Procedure details: tert-Butyl 4-[4-(5-chloro-2-hydroxyphenyl)pyrimidin-2-yl]piperazine-1-carboxylate (Preparation 2, 48.6 mg, 0.11 mmol), 5-chloro-N-(2,4-dimethoxybenzyl)-2,4-difluoro-N-(1,3,4-thiadiazol-2-yl)benzenesulfonamide (Preparation 6, 49.1 mg, 0.11 mmol) and potassium carbonate (21.9 mg, 0.16 mmol) were mixed in dimethylsulfoxide (1 mL) and shaken at ambient temperature for 18 hours. The reaction mixture was diluted with water and the precipitate collected by filtration. The solid was dissolved in dichlor... Reactants: O1CCN(CC1)C(=O)CCN(C)C(=O)O[C@H](C(=O)N([C@@H](CC1=CNC=N1)C(=O)N[C@@H](CC1CCCCC1)[C@H](CCC(C)C)O)C)CC1=CC=CC=C1 (2(S)-[Nα -[2(S)-{N-(2-morpholinocarbonylethyl)-N-methylaminocarbonyloxy}-3-phenylpropionyl]-Nα -methyl-L-histidyl]amino-1-cyclohexyl-3(S)-hydroxy-6-methylheptane), Cl (hydrogen chloride). Run in C(C)O (ethanol), O1CCOCC1 (dioxane). Conditions: time 10 minute. Product: Cl.O1CCN(CC1)C(=O)CCN(C)C(=O)O[C@H](C(=O)N([C@@H](CC1=CNC=N1)C(=O)N[C@@H](CC1CCCCC1)[C@H](CCC(C)C)O)C)CC1=CC=CC=C1 (2(S)-[Nα -[2(S)-{N-(2-morpholinocarbonylethyl)-N-methylaminocarbonyloxy}-3-phenylpropionyl]-Nα -methyl-L-histidyl]amino-1-cyclohexyl-3(S)-hydroxy-6-methylheptane monohydrochloride). RXN SMILES: [O:1]1[CH2:6][CH2:5][N:4]([C:7]([CH2:9][CH2:10][N:11]([C:13]([O:15][C@@H:16]([CH2:46][C:47]2[CH:52]=[CH:51][CH:50]=[CH:49][CH:48]=2)[C:17]([N:19]([CH3:45])[C@H:20]([C:27]([NH:29][C@H:30]([C@@H:38]([OH:44])[CH2:39][CH2:40][CH:41]([CH3:43])[CH3:42])[CH2:31][CH:32]2[CH2:37][CH2:36][CH2:35][CH2:34][CH2:33]2)=[O:28])[CH2:21][C:22]2[N:26]=[CH:25][NH:24][CH:23]=2)=[O:18])=[O:14])[CH3:12])=[O:8])[CH2:3][CH2:2]1.[ClH:53]>C(O)C.O1CCOCC1>[ClH:53].[O:1]1[CH2:2][CH2:3][N:4]([C:7]([CH2:9][CH2:10][N:11]([C:13]([O:15][C@@H:16]([CH2:46][C:47]2[CH:52]=[CH:51][CH:50]=[CH:49][CH:48]=2)[C:17]([N:19]([CH3:45])[C@H:20]([C:27]([NH:29][C@H:30]([C@@H:38]([OH:44])[CH2:39][CH2:40][CH:41]([CH3:43])[CH3:42])[CH2:31][CH:32]2[CH2:37][CH2:36][CH2:35][CH2:34][CH2:33]2)=[O:28])[CH2:21][C:22]2[N:26]=[CH:25][NH:24][CH:23]=2)=[O:18])=[O:14])[CH3:12])=[O:8])[CH2:5][CH2:6]1 |f:4.5|. Procedure: To a solution of 2(S)-[Nα -[2(S)-{N-(2-morpholinocarbonylethyl)-N-methylaminocarbonyloxy}-3-phenylpropionyl]-Nα -methyl-L-histidyl]amino-1-cyclohexyl-3(S)-hydroxy-6-methylheptane (4.55 g) in ethanol (50 ml) which was cooled to 0° C., was added 4 N hydrogen chloride in dioxane solution (1.9 ml). After the mixture was stirred at the same temperature for 10 minutes, the solvent was evaporated under reduced pressure. The residue was crystallized from ethanol (5 ml) and ethyl acetate (150 ml) to give...